This data is from the Open Reaction Database (ORD), a public repository of structured organic reaction records. The task is: describe an organic reaction: reactants, conditions, products, and yield Starting materials: BrC=1C=CC(=NC1)[N+](=O)[O-] (5-Bromo-2-nitropyridine), [H-].[Na+] (sodium hydride), CN1N=C(C=C1)NC1=NC=NC2=CC=C(C=C12)O (4-[(1-methyl-1H-pyrazol-3-yl)amino]quinazolin-6-ol). The solvent is CN(C=O)C (N,N-dimethylformamide). Reaction conditions: temperature 60 celsius, time 14 hour. Yields the product CN1N=C(C=C1)NC1=NC=NC2=CC=C(C=C12)OC=1C=NC(=CC1)[N+](=O)[O-] (N-(1-methyl-1H-pyrazol-3-yl)-6-[(6-nitropyridin-3-yl)oxy]quinazoline-4-amine). Isolated yield 76.0%. RXN SMILES: Br[C:2]1[CH:3]=[CH:4][C:5]([N+:8]([O-:10])=[O:9])=[N:6][CH:7]=1.[H-].[Na+].[CH3:13][N:14]1[CH:18]=[CH:17][C:16]([NH:19][C:20]2[C:29]3[C:24](=[CH:25][CH:26]=[C:27]([OH:30])[CH:28]=3)[N:23]=[CH:22][N:21]=2)=[N:15]1>CN(C)C=O>[CH3:13][N:14]1[CH:18]=[CH:17][C:16]([NH:19][C:20]2[C:29]3[C:24](=[CH:25][CH:26]=[C:27]([O:30][C:2]4[CH:7]=[N:6][C:5]([N+:8]([O-:10])=[O:9])=[CH:4][CH:3]=4)[CH:28]=3)[N:23]=[CH:22][N:21]=2)=[N:15]1 |f:1.2|. Procedure: 5-Bromo-2-nitropyridine (460 mg, 2.3 mmol) and sodium hydride (120 mg, 3.1 mmol) were added to an N,N-dimethylformamide suspension (10 ml) of 4-[(1-methyl-1H-pyrazol-3-yl)amino]quinazolin-6-ol (500 mg, 2.1 mmol), and stirred at 60° C. for 14 hours. The reaction solution was cooled to room temperature, the precipitate was collected by filtration, washed with water. The obtained precipitate was dried, then purified by silica gel column chromatography (chloroform:methanol=96:4) to obtain N-(1-methy... Reactants: CN1CC(N2CCN(C(=O)Nc3cc(Oc4ccc([N+](=O)[O-])cc4F)ncn3)CC2)C1, C1CCOC1, [OH-], [OH-], [Pd+2]. Yields the product CN1CC(N2CCN(C(=O)Nc3cc(Oc4ccc(N)cc4F)ncn3)CC2)C1. RXN SMILES: [F:1][c:2]1[c:3]([O:4][c:5]2[cH:6][c:7]([NH:11][C:12](=[O:13])[N:14]3[CH2:15][CH2:16][N:17]([CH:20]4[CH2:21][N:22]([CH3:24])[CH2:23]4)[CH2:18][CH2:19]3)[n:8][cH:9][n:10]2)[cH:25][cH:26][c:27]([N+:29]([O-:30])=[O:31])[cH:28]1.[O:32]1[CH2:33][CH2:34][CH2:35][CH2:36]1.[OH-:37].[OH-:39].[Pd+2:38]>>[F:1][c:2]1[c:3]([O:4][c:5]2[cH:6][c:7]([NH:11][C:12](=[O:13])[N:14]3[CH2:15][CH2:16][N:17]([CH:20]4[CH2:21][N:22]([CH3:24])[CH2:23]4)[CH2:18][CH2:19]3)[n:8][cH:9][n:10]2)[cH:25][cH:26][c:27]([NH2:29])[cH:28]1. The reactants are OC1=C(CN[C@@H](CO)C(=O)O)C=CC=C1 (N-(2-hydroxybenzyl)-L-serine), Cl (hydrogen chloride), C(C)O (ethanol). Conditions: time 8 hour. Product: C(C)OC([C@@H](NCC1=C(C=CC=C1)O)CO)=O (N-(2-hydroxybenzyl)-L-serine ethyl ester). Reaction SMILES: [OH:1][C:2]1[CH:15]=[CH:14][CH:13]=[CH:12][C:3]=1[CH2:4][NH:5][C@H:6]([C:9]([OH:11])=[O:10])[CH2:7][OH:8].Cl.[CH2:17](O)[CH3:18]>>[CH2:17]([O:10][C:9](=[O:11])[C@H:6]([CH2:7][OH:8])[NH:5][CH2:4][C:3]1[CH:12]=[CH:13][CH:14]=[CH:15][C:2]=1[OH:1])[CH3:18]. Procedure details: L-serine (3.6 g) was dissolved in 17 ml of a 2N sodium hydroxide aqueous solution. To the solution were then added 3.6 ml of salicylaldehyde and 0.4 g of sodium boron hydride in this order. After the mixture was stirred for 1 hour, 3.6 ml of salicylaldehyde and 0.4 g of sodium boron hydride were added thereto again. After the resulting mixture was stirred overnight at room temperature, the insoluble matter was separated through filtration, and the filtrate was extracted with diethyl ether. The e... The reactants are C(CC)(=O)C1=CC=C(C=C1)NC(C)=O (N-(4-propionylphenyl)acetamide), [N+](=O)(O)[O-] (HNO3), O (water). Run in OS(=O)(=O)O (H2SO4). Reaction conditions: temperature -10 celsius, time 0.5 hour. The product is [N+](=O)([O-])C1=C(C=CC(=C1)C(CC)=O)NC(C)=O (N-(2-nitro-4-propionylphenyl)acetamide). Yield: 50.0%. As a reaction SMILES: [C:1]([C:5]1[CH:10]=[CH:9][C:8]([NH:11][C:12](=[O:14])[CH3:13])=[CH:7][CH:6]=1)(=[O:4])[CH2:2][CH3:3].[N+:15]([O-])([OH:17])=[O:16].O>OS(O)(=O)=O>[N+:15]([C:7]1[CH:6]=[C:5]([C:1](=[O:4])[CH2:2][CH3:3])[CH:10]=[CH:9][C:8]=1[NH:11][C:12](=[O:14])[CH3:13])([O-:17])=[O:16]. Procedure: To a solution of N-(4-propionylphenyl)acetamide (1.91 g, 10 mmol) in 20 mL of concentrated H2SO4 was added 2 mL 98% HNO3 over 10 minutes while maintain the temperature at −10° C. After stirring for 0.5 h, the mixture was poured into 100 mL of cold water. The precipitate was collected by filtration and washed with water to give the crude product (1.18 g, 50%), which was used directly in the next step. Reactants: Cc1cccc(C(C)(C)C)c1O, COS(=O)(=O)OC, [Na+], [Na+], [Na+], O=C([O-])[O-], [OH-], O. Yields the product COc1c(C)cccc1C(C)(C)C. Reaction SMILES: [C:1]([CH3:2])([CH3:3])([CH3:4])[c:5]1[c:6]([OH:12])[c:7]([CH3:11])[cH:8][cH:9][cH:10]1.[CH3:15][O:16][S:17]([O:18][CH3:19])(=[O:20])=[O:21].[Na+:14].[Na+:22].[Na+:23].[O-:24][C:25](=[O:26])[O-:27].[OH-:13].[OH2:28]>>[C:1]([CH3:2])([CH3:3])([CH3:4])[c:5]1[c:6]([O:12][CH3:15])[c:7]([CH3:11])[cH:8][cH:9][cH:10]1. Reactants: N1(CCCCC1)CC=1C=C(OCCCNC(CSCCN)=O)C=CC1 (N-[3-[3-(piperidinomethyl)phenoxy]propyl]-2-(2-aminoethylthio)acetamide), C(#N)N=C(CC)OC (methyl N-cyanopropioimidate). Run in C(C)#N (acetonitrile). Yields the product N1(CCCCC1)CC=1C=C(OCCCNC(CSCCNC(CC)=NC#N)=O)C=CC1 (N-[3-[3-(piperidinomethyl)phenoxy]propyl]-2-[2-[(N-cyanopropioimidoyl)amino]ethylthio]acetamide). Yield: 36.3%. As a reaction SMILES: [N:1]1([CH2:7][C:8]2[CH:9]=[C:10]([CH:23]=[CH:24][CH:25]=2)[O:11][CH2:12][CH2:13][CH2:14][NH:15][C:16](=[O:22])[CH2:17][S:18][CH2:19][CH2:20][NH2:21])[CH2:6][CH2:5][CH2:4][CH2:3][CH2:2]1.[C:26]([N:28]=[C:29](OC)[CH2:30][CH3:31])#[N:27]>C(#N)C>[N:1]1([CH2:7][C:8]2[CH:9]=[C:10]([CH:23]=[CH:24][CH:25]=2)[O:11][CH2:12][CH2:13][CH2:14][NH:15][C:16](=[O:22])[CH2:17][S:18][CH2:19][CH2:20][NH:21][C:29](=[N:28][C:26]#[N:27])[CH2:30][CH3:31])[CH2:6][CH2:5][CH2:4][CH2:3][CH2:2]1. Procedure details: There were dissolved 4.0 g (0.0164 mol) of N-[3-[3-(piperidinomethyl)phenoxy]propyl]-2-(2-aminoethylthio)acetamide and 1.84 g (0.0164 mol) of methyl N-cyanopropioimidate in 40 ml of acetonitrile, and after reflux with heating for 3 hours, the solvent was removed under reduced pressure. The residue was purified by silica gel column chromatography (chloroform:ethanol=10:1) to give 2.65 g of the titled compound as oily matter. The reactants are CC(C)(C)OC(=O)N1CCC(N2CCc3cc(Br)ccc32)C1, CCCC[N+](CCCC)(CCCC)CCCC, C1CCOC1, C[Si](C)(C)[N-][Si](C)(C)C, [F-], [Li+], O=C(C=Cc1ccccc1)C=Cc1ccccc1, O=C(C=Cc1ccccc1)C=Cc1ccccc1, O=C(C=Cc1ccccc1)C=Cc1ccccc1, O, [Pd], [Pd]. Product: CC(C)(C)OC(=O)N1CCC(N2CCc3cc(N)ccc32)C1. As a reaction SMILES: [Br:1][c:2]1[cH:3][c:4]2[c:8]([cH:9][cH:10]1)[N:7]([CH:11]1[CH2:12][N:13]([C:16](=[O:17])[O:18][C:19]([CH3:20])([CH3:21])[CH3:22])[CH2:14][CH2:15]1)[CH2:6][CH2:5]2.[CH2:34]([N+:35]([CH2:36][CH2:37][CH2:38][CH3:39])([CH2:40][CH2:41][CH2:42][CH3:43])[CH2:44][CH2:45][CH2:46][CH3:47])[CH2:48][CH2:49][CH3:50].[CH2:51]1[O:52][CH2:53][CH2:54][CH2:55]1.[CH3:24][Si:25]([N-:28][Si:26]([CH3:27])([CH3:29])[CH3:30])([CH3:31])[CH3:32].[F-:33].[Li+:23].[O:59]=[C:60]([CH:61]=[CH:62][c:63]1[cH:64][cH:65][cH:66][cH:67][cH:68]1)[CH:69]=[CH:70][c:71]1[cH:72][cH:73][cH:74][cH:75][cH:76]1.[O:77]=[C:78]([CH:79]=[CH:80][c:81]1[cH:82][cH:83][cH:84][cH:85][cH:86]1)[CH:87]=[CH:88][c:89]1[cH:90][cH:91][cH:92][cH:93][cH:94]1.[O:95]=[C:96]([CH:97]=[CH:98][c:99]1[cH:100][cH:101][cH:102][cH:103][cH:104]1)[CH:105]=[CH:106][c:107]1[cH:108][cH:109][cH:110][cH:111][cH:112]1.[OH2:56].[Pd:57].[Pd:58]>>[c:2]1([NH2:28])[cH:3][c:4]2[c:8]([cH:9][cH:10]1)[N:7]([CH:11]1[CH2:12][N:13]([C:16](=[O:17])[O:18][C:19]([CH3:20])([CH3:21])[CH3:22])[CH2:14][CH2:15]1)[CH2:6][CH2:5]2. Starting materials: CCN(C(C)C)C(C)C, N#Cc1c(Cl)nc(NCc2cccnc2)nc1NCCO, C1COCCO1, c1ccc(N2CCNCC2)cc1. The product is N#Cc1c(NCCO)nc(NCc2cccnc2)nc1N1CCN(c2ccccc2)CC1. As a reaction SMILES: [CH2:34]([N:35]([CH:36]([CH3:37])[CH3:38])[CH:39]([CH3:40])[CH3:41])[CH3:42].[Cl:1][c:2]1[n:3][c:4]([NH:14][CH2:15][c:16]2[cH:17][n:18][cH:19][cH:20][cH:21]2)[n:5][c:6]([NH:10][CH2:11][CH2:12][OH:13])[c:7]1[C:8]#[N:9].[O:43]1[CH2:44][CH2:45][O:46][CH2:47][CH2:48]1.[c:22]1([N:28]2[CH2:29][CH2:30][NH:31][CH2:32][CH2:33]2)[cH:23][cH:24][cH:25][cH:26][cH:27]1>>[c:2]1([N:31]2[CH2:30][CH2:29][N:28]([c:22]3[cH:23][cH:24][cH:25][cH:26][cH:27]3)[CH2:33][CH2:32]2)[n:3][c:4]([NH:14][CH2:15][c:16]2[cH:17][n:18][cH:19][cH:20][cH:21]2)[n:5][c:6]([NH:10][CH2:11][CH2:12][OH:13])[c:7]1[C:8]#[N:9].